This data is from the Open Reaction Database (ORD), a public repository of structured organic reaction records. The task is: describe an organic reaction: reactants, conditions, products, and yield Solvent: C(Cl)Cl (DCM). Reactants: O1C(OCC1)C=1C=C(CN2CCN(CC2)C(C)C)C=CC1F (1-(3-[1,3] dioxolan-2-yl-4-fluoro-benzyl)-4-isopropyl-piperazine), Cl (HCl). Reaction SMILES: [O:1]1CCO[CH:2]1[C:6]1[CH:7]=[C:8]([CH:19]=[CH:20][C:21]=1[F:22])[CH2:9][N:10]1[CH2:15][CH2:14][N:13]([CH:16]([CH3:18])[CH3:17])[CH2:12][CH2:11]1.Cl>C(Cl)Cl>[F:22][C:21]1[CH:20]=[CH:19][C:8]([CH2:9][N:10]2[CH2:11][CH2:12][N:13]([CH:16]([CH3:18])[CH3:17])[CH2:14][CH2:15]2)=[CH:7][C:6]=1[CH:2]=[O:1]. Yields the product FC1=C(C=O)C=C(C=C1)CN1CCN(CC1)C(C)C (2-Fluoro-5-(4-isopropyl-piperazin-1-ylmethyl)-benzaldehyde). Reported procedure: A mixture of 1-(3-[1,3] dioxolan-2-yl-4-fluoro-benzyl)-4-isopropyl-piperazine (695.2 mg, 2.25 mmol) and 6 N HCl (25 mL) was stirred at rt for 50 min, then was diluted with DCM (250 mL), and quenched slowly with 1 N NaOH. The organic layer was separated, dried (Na2SO4), and concentrated to give the desired product (573.5 mg, 96%). MS (ESI): mass calcd. for C15H21FN2O, 264.16; m/z found, 265.3 [M+H]+. 1H NMR (MeOD): 10.29 (s, 1H), 7.82-7.81 (m, 1H), 7.68-7.66 (m, 1H), 7.58-7.56 (m, 1H), 7.31-7.28 ... Conditions: time 50 minute. The yield is 96.4%. The reactants are CC(=O)c1ccc(N2CCNCC2)cc1, CCOC(=O)Nc1nc2ccc(F)cc2nc1OC. The product is COc1nc2cc(F)ccc2nc1NC(=O)N1CCN(c2ccc(C(C)=O)cc2)CC1. As a reaction SMILES: [C:20]([CH3:21])(=[O:22])[c:23]1[cH:24][cH:25][c:26]([N:29]2[CH2:30][CH2:31][NH:32][CH2:33][CH2:34]2)[cH:27][cH:28]1.[F:1][c:2]1[cH:3][c:4]2[n:5][c:6]([O:18][CH3:19])[c:7]([NH:12][C:13]([O:14][CH2:15][CH3:16])=[O:17])[n:8][c:9]2[cH:10][cH:11]1>>[F:1][c:2]1[cH:3][c:4]2[n:5][c:6]([O:18][CH3:19])[c:7]([NH:12][C:13](=[O:17])[N:32]3[CH2:31][CH2:30][N:29]([c:26]4[cH:25][cH:24][c:23]([C:20]([CH3:21])=[O:22])[cH:28][cH:27]4)[CH2:34][CH2:33]3)[n:8][c:9]2[cH:10][cH:11]1.